This data is from the Open Reaction Database (ORD), a public repository of structured organic reaction records. The task is: describe an organic reaction: reactants, conditions, products, and yield Starting materials: C(C1=CC=CC=C1)OC(=O)NC(CC(=O)OCCN1CCCCC1)(C)C (2-(piperidin-1-yl)ethyl 3-(benzyloxycarbonylamino)-3-methylbutanoate), CI (methyl iodide). Solvent: ClCCl (dichloromethane). Run at time 18 hour. The product is [I-].C(C1=CC=CC=C1)OC(=O)NC(CC(=O)OCC[N+]1(CCCCC1)C)(C)C (1-(2-(3-(benzyloxycarbonylamino)-3-methylbutanoyloxy)ethyl)-1-methylpiperidinium iodide). Yield: 66.4%. Reaction SMILES: [CH2:1]([O:8][C:9]([NH:11][C:12]([CH3:26])([CH3:25])[CH2:13][C:14]([O:16][CH2:17][CH2:18][N:19]1[CH2:24][CH2:23][CH2:22][CH2:21][CH2:20]1)=[O:15])=[O:10])[C:2]1[CH:7]=[CH:6][CH:5]=[CH:4][CH:3]=1.[CH3:27][I:28]>ClCCl>[I-:28].[CH2:1]([O:8][C:9]([NH:11][C:12]([CH3:26])([CH3:25])[CH2:13][C:14]([O:16][CH2:17][CH2:18][N+:19]1([CH3:27])[CH2:20][CH2:21][CH2:22][CH2:23][CH2:24]1)=[O:15])=[O:10])[C:2]1[CH:3]=[CH:4][CH:5]=[CH:6][CH:7]=1 |f:3.4|. Procedure: A batch of 2-(piperidin-1-yl)ethyl 3-(benzyloxycarbonylamino)-3-methylbutanoate (9.45 g, 26.1 mmol) was dissolved in a solution of dichloromethane (40 ml) and methyl iodide (16.3 ml, 262 mmole). The mixture was stirred at room temperature for 18 hours. The reaction mixture was concentrated in vacuo, and the crude material was purified by pre-HPLC to give 8.74 g (66%) of 1-(2-(3-(benzyloxycarbonylamino)-3-methylbutanoyloxy)ethyl)-1-methylpiperidinium iodide. 1H NMR (CD3OD) δ 7.39-7.27 (m, 5 H), 5... Reactants: Cl.NCCSC1=[N+](C=CC=C1)[O-] (2-β-aminoethylthio pyridine N-oxide hydrochloride), C1(=CC=C(C=C1)S(=O)(=O)Cl)C (p-toluenesulfonyl chloride). Run in O (water). Reaction conditions: time 5 hour. The product is C1(=CC=C(C=C1)S(=O)(=O)NCCSC1=[N+](C=CC=C1)[O-])C (2-(2-p-toluenesulfonamido ethylthio) pyridine N-oxide). Isolated yield 88.0%. RXN SMILES: Cl.[NH2:2][CH2:3][CH2:4][S:5][C:6]1[CH:11]=[CH:10][CH:9]=[CH:8][N+:7]=1[O-:12].[C:13]1([CH3:23])[CH:18]=[CH:17][C:16]([S:19](Cl)(=[O:21])=[O:20])=[CH:15][CH:14]=1>O>[C:13]1([CH3:23])[CH:18]=[CH:17][C:16]([S:19]([NH:2][CH2:3][CH2:4][S:5][C:6]2[CH:11]=[CH:10][CH:9]=[CH:8][N+:7]=2[O-:12])(=[O:21])=[O:20])=[CH:15][CH:14]=1 |f:0.1|. Reported procedure: To a solution of 4.12 g of 2-β-aminoethylthio pyridine N-oxide hydrochloride in 60 cc of water, there are added 4 cc of 5N soda, then 3.8 g of p-toluenesulfonyl chloride. The mixture is agitated for 5 hours at ambient temperature. The pH is maintained at 9.5 by the addition of normal soda. The precipitate is filtered and crystallized in aqueous ethanol. Yield = 88%. Fusion point: 201° C.